From a dataset of the Open Reaction Database (ORD), a public repository of structured organic reaction records. describe an organic reaction: reactants, conditions, products, and yield The reactants are O=C(O)c1ncsc1C=CSC(c1ccccc1)(c1ccccc1)c1ccccc1, Cl, C1CNC1. The product is O=C(c1ncsc1C=CSC(c1ccccc1)(c1ccccc1)c1ccccc1)N1CCC1. Reaction SMILES: [C:1](=[O:2])([OH:3])[c:4]1[n:5][cH:6][s:7][c:8]1[CH:9]=[CH:10][S:11][C:12]([c:13]1[cH:14][cH:15][cH:16][cH:17][cH:18]1)([c:19]1[cH:20][cH:21][cH:22][cH:23][cH:24]1)[c:25]1[cH:26][cH:27][cH:28][cH:29][cH:30]1.[ClH:31].[NH:32]1[CH2:33][CH2:34][CH2:35]1>>[C:1](=[O:2])([c:4]1[n:5][cH:6][s:7][c:8]1[CH:9]=[CH:10][S:11][C:12]([c:13]1[cH:14][cH:15][cH:16][cH:17][cH:18]1)([c:19]1[cH:20][cH:21][cH:22][cH:23][cH:24]1)[c:25]1[cH:26][cH:27][cH:28][cH:29][cH:30]1)[N:32]1[CH2:33][CH2:34][CH2:35]1. Reactants: ClC=1C=C(C=C(C1)Cl)N1CCOCC1 (4-(3,5-dichlorophenyl)-morpholine), [Li]C(C)CC (sec-BuLi), CN(C)C=O (DMF). Run in C1CCOC1 (THF). Conditions: temperature 0 celsius, time 30 minute. Product: ClC1=C(C=O)C(=CC(=C1)N1CCOCC1)Cl (2,6-dichloro-4-morpholin-4-yl-benzaldehyde). RXN SMILES: [Cl:1][C:2]1[CH:3]=[C:4]([N:9]2[CH2:14][CH2:13][O:12][CH2:11][CH2:10]2)[CH:5]=[C:6]([Cl:8])[CH:7]=1.[Li]C(CC)C.CN([CH:23]=[O:24])C>C1COCC1>[Cl:1][C:2]1[CH:3]=[C:4]([N:9]2[CH2:14][CH2:13][O:12][CH2:11][CH2:10]2)[CH:5]=[C:6]([Cl:8])[C:7]=1[CH:23]=[O:24]. Procedure: To a solution of to a solution of 4-(3,5-dichlorophenyl)-morpholine (1.60 g, 6.93 mmol) in dry THF (20 mL) under N2 at −78° C. was added dropwise sec-BuLi (1.4M in cyclohexane, 5.44 mL). The solution was allow to stir for 30 min then DMF (2.68 mL, 34.7 mmol) was slowly added to the. Upon disappearance of the starting material by TLC, the reaction was warmed to 0° C. then was quench by addition of H2O (15 mL). The mixture was extracted with EtOAc (150 mL), the organic phase was dried over Na2SO4 ... Reaction SMILES: CO[C:3]1[CH2:4][CH2:5][CH2:6][CH2:7][CH:8]([CH2:10][CH2:11][CH3:12])[N:9]=1.[Cl-:13].[NH4+:14]>CO>[ClH:13].[CH2:10]([CH:8]1[NH:9][C:3](=[NH:14])[CH2:4][CH2:5][CH2:6][CH2:7]1)[CH2:11][CH3:12] |f:1.2,4.5|. Procedure details: The product of EXAMPLE 112 (560 mg, 3.3 mmol) in 20 mL of MeOH was reacted with ammonium chloride (150 mg, 2.8 mmol) by the method of EXAMPLE 27 to yield 514 mg (78%) of the title material. Run in CO (MeOH). Reactants: COC=1CCCCC(N1)CCC (3,4,5,6-tetrahydro-7-methoxy-2-propyl-2H-azepine), [Cl-].[NH4+] (ammonium chloride). The product is Cl.C(CC)C1CCCCC(N1)=N (hexahydro-7-propyl-1H-azepin-2-imine, monohydrochloride). The yield is 96.3%. Reaction SMILES: [CH3:29][CH2:30][OH:31].[CH3:7][O:8][C:9](=[O:10])[C:11]1=[CH:16][CH2:15][CH2:14][N:13]([CH2:17][CH2:18][CH:19]2[CH2:20][O:21][c:22]3[cH:23][cH:24][cH:25][cH:26][c:27]3[CH2:28]2)[CH2:12]1.[ClH:6].[S:1](=[O:2])(=[O:3])([OH:4])[OH:5]>>[CH2:7]([O:8][C:9](=[O:10])[C:11]1=[CH:16][CH2:15][CH2:14][N:13]([CH2:17][CH2:18][CH:19]2[CH2:20][O:21][c:22]3[cH:23][cH:24][cH:25][cH:26][c:27]3[CH2:28]2)[CH2:12]1)[CH3:29]. The reactants are CCO, COC(=O)C1=CCCN(CCC2COc3ccccc3C2)C1, Cl, O=S(=O)(O)O. Product: CCOC(=O)C1=CCCN(CCC2COc3ccccc3C2)C1. Starting materials: FC(C1=CC=C(COC(=O)C=2C(C(=C(NC2C)C)C(=O)OC(C)C)C2=CC(=CC=C2)[N+](=O)[O-])C=C1)(F)F (2,6-dimethyl-3-isopropoxycarbonyl-4-(3'-nitrophenyl)-1,4-dihydropyridine-5-carboxylic acid 4-trifluoromethylbenzyl ester). Solvent: C(C)O (ethanol), C(C)O (ethanol). The product is 3'-nitrobenzylideneacetoacetic acid isopropyl ester, FC(C1=CC=C(COC(\C=C(\C)/N)=O)C=C1)(F)F (β-aminocrotonic acid 4-trifluoromethylbenzyl ester). Isolated yield 76.0%. As a reaction SMILES: [F:1][C:2]([F:37])([F:36])[C:3]1[CH:35]=[CH:34][C:6]([CH2:7][O:8][C:9]([C:11]2C(C3C=CC=C([N+]([O-])=O)C=3)C(C(OC(C)C)=O)=C(C)[NH:15][C:16]=2[CH3:17])=[O:10])=[CH:5][CH:4]=1>C(O)C>[F:1][C:2]([F:36])([F:37])[C:3]1[CH:4]=[CH:5][C:6]([CH2:7][O:8][C:9](=[O:10])/[CH:11]=[C:16](\[NH2:15])/[CH3:17])=[CH:34][CH:35]=1. Procedure: Analogously to Example 1 heating a solution of 75 mmols of 3'-nitrobenzylideneacetoacetic acid isopropyl ester and 75 mmols of β-aminocrotonic acid 4-trifluoromethylbenzyl ester in 120 ml of ethanol gave 2,6-dimethyl-3-isopropoxycarbonyl-4-(3'-nitrophenyl)-1,4-dihydropyridine-5-carboxylic acid 4-trifluoromethylbenzyl ester of melting point 139° C (from ethanol).